Dataset: the Open Reaction Database (ORD), a public repository of structured organic reaction records. Task: describe an organic reaction: reactants, conditions, products, and yield The reactants are C(C=C)C1=C(C=CC=C1)CC(=O)OC (Methyl 2-allylphenylacetate), [OH-].[Li+] (Lithium hydroxide). Solvent: O1CCCC1 (tetrahydrofurane), O (water). Run at time 3 hour. The product is C(C=C)C1=C(C=CC=C1)CC(=O)O (2-allyl phenyl acetic acid). The yield is 98.1%. As a reaction SMILES: [CH2:1]([C:4]1[CH:9]=[CH:8][CH:7]=[CH:6][C:5]=1[CH2:10][C:11]([O:13]C)=[O:12])[CH:2]=[CH2:3].[OH-].[Li+]>O1CCCC1.O>[CH2:1]([C:4]1[CH:9]=[CH:8][CH:7]=[CH:6][C:5]=1[CH2:10][C:11]([OH:13])=[O:12])[CH:2]=[CH2:3] |f:1.2|. Procedure details: To a solution of the Methyl 2-allylphenylacetate (Step 1, 0.400 mg. 2.10 mmol) in tetrahydrofurane (10 mL) was added Lithium hydroxide (0.097 g, 2.31 mmol) in water (10 mL). The solution was stirred at room temperature for 3 h and was concentrated in vacuo. Water (40 mL) was added and the pH was adjusted to 1. The solution was extracted with dichloromethane and the combined organic layers were dried and concentrated to give 2-allyl phenyl acetic acid (yellow oil, 363 mg, 98%); C11H12O2; MW: 176.... Starting materials: CC(=O)c1ccc(S(=O)(=O)Nc2ccccn2)cc1, C[O-], CO, [Li+], COc1cc(OC)c(C=O)cc1C#Cc1ccccc1N, CN(C)C=O. Yields the product COc1cc(OC)c(C=CC(=O)c2ccc(S(=O)(=O)Nc3ccccn3)cc2)cc1C#Cc1ccccc1N. Reaction SMILES: [C:1]([CH3:2])(=[O:3])[c:4]1[cH:5][cH:6][c:7]([S:10](=[O:11])(=[O:12])[NH:13][c:14]2[n:15][cH:16][cH:17][cH:18][cH:19]2)[cH:8][cH:9]1.[CH3:41][O-:42].[CH3:49][OH:50].[Li+:43].[NH2:20][c:21]1[c:22]([C:27]#[C:28][c:29]2[c:30]([O:39][CH3:40])[cH:31][c:32]([O:37][CH3:38])[c:33]([CH:34]=[O:35])[cH:36]2)[cH:23][cH:24][cH:25][cH:26]1.[O:44]=[CH:45][N:46]([CH3:47])[CH3:48]>>[C:1]([CH:2]=[CH:34][c:33]1[c:32]([O:37][CH3:38])[cH:31][c:30]([O:39][CH3:40])[c:29]([C:28]#[C:27][c:22]2[c:21]([NH2:20])[cH:26][cH:25][cH:24][cH:23]2)[cH:36]1)(=[O:3])[c:4]1[cH:5][cH:6][c:7]([S:10](=[O:11])(=[O:12])[NH:13][c:14]2[n:15][cH:16][cH:17][cH:18][cH:19]2)[cH:8][cH:9]1. Yields the product CNC(=C[N+](=O)[O-])NCCSCc1csc(CO)n1. As a reaction SMILES: [CH3:1][NH:2][C:3](=[CH:4][N+:5](=[O:6])[O-:7])[S:8][CH3:9].[NH2:10][CH2:11][CH2:12][S:13][CH2:14][c:15]1[n:16][c:17]([CH2:20][OH:21])[s:18][cH:19]1.[O:22]=[CH:23][N:24]([CH3:25])[CH3:26]>>[CH3:1][NH:2][C:3](=[CH:4][N+:5](=[O:6])[O-:7])[NH:10][CH2:11][CH2:12][S:13][CH2:14][c:15]1[n:16][c:17]([CH2:20][OH:21])[s:18][cH:19]1. The reactants are CNC(=C[N+](=O)[O-])SC, NCCSCc1csc(CO)n1, CN(C)C=O.